The task is: describe an organic reaction: reactants, conditions, products, and yield. This data is from the Open Reaction Database (ORD), a public repository of structured organic reaction records. Reactants: FC1=C(C(=C(C(=C1O)F)F)F)F.C(C)(C)(C)OC(=O)[C@@H](C\C=C\C1=CC=CC=C1)[C@H](C(=O)NN)CC(C)C ((E)-2(R)-[1(S)-(tert-butoxycarbonyl)-4-phenyl-3-butenyl]-4-methylvalerohydrazide pentafluorophenol salt), C(C1=CC=CC=C1)N=C=O (benzyl isocyanate). Run in C(C)(=O)OCC (ethyl acetate), N1=CC=CC=C1 (pyridine). Run at time 2 hour. The product is C(C)(C)(C)OC(=O)[C@@H](C\C=C\C1=CC=CC=C1)[C@H](C(=O)NNC(NCC1=CC=CC=C1)=O)CC(C)C ((E)-2(R)-[1(S)-(tert-butoxycarbonyl)-4-phenyl-3-butenyl]-2′-(benzyl)carbamoyl-4-methylvalerohydrazide). Reaction SMILES: FC1C(O)=C(F)C(F)=C(F)C=1F.[C:13]([O:17][C:18]([C@H:20]([C@@H:30]([CH2:35][CH:36]([CH3:38])[CH3:37])[C:31]([NH:33][NH2:34])=[O:32])[CH2:21]/[CH:22]=[CH:23]/[C:24]1[CH:29]=[CH:28][CH:27]=[CH:26][CH:25]=1)=[O:19])([CH3:16])([CH3:15])[CH3:14].[CH2:39]([N:46]=[C:47]=[O:48])[C:40]1[CH:45]=[CH:44][CH:43]=[CH:42][CH:41]=1>N1C=CC=CC=1.C(OCC)(=O)C>[C:13]([O:17][C:18]([C@H:20]([C@@H:30]([CH2:35][CH:36]([CH3:38])[CH3:37])[C:31]([NH:33][NH:34][C:47](=[O:48])[NH:46][CH2:39][C:40]1[CH:45]=[CH:44][CH:43]=[CH:42][CH:41]=1)=[O:32])[CH2:21]/[CH:22]=[CH:23]/[C:24]1[CH:29]=[CH:28][CH:27]=[CH:26][CH:25]=1)=[O:19])([CH3:16])([CH3:15])[CH3:14] |f:0.1|. Reported procedure: A solution of 1.09 g of (E)-2(R)-[1(S)-(tert-butoxycarbonyl)-4-phenyl-3-butenyl]-4-methylvalerohydrazide pentafluorophenol salt in 5 ml of pyridine was treated with 0.25 ml of benzyl isocyanate under a nitrogen atmosphere. The mixture was stirred for 2 hours at room temperature and then evaporated. The residue was dissolved in ethyl acetate and washed in sequence with 2M aqueous hydrogen chloride, water, 5% aqueous sodium hydrogen carbonate and saturated aqueous sodium chloride. The organic laye... Reaction SMILES: [NH:1]1[CH:5]=[CH:4][N:3]=[CH:2]1.C(O[K])(C)(C)C.F[C:13]1[CH:18]=[CH:17][C:16]([C:19]([F:22])([F:21])[F:20])=[CH:15][C:14]=1[N+:23]([O-:25])=[O:24].CCOC(C)=O>CS(C)=O>[N+:23]([C:14]1[CH:15]=[C:16]([C:19]([F:20])([F:21])[F:22])[CH:17]=[CH:18][C:13]=1[N:1]1[CH:5]=[CH:4][N:3]=[CH:2]1)([O-:25])=[O:24]. Product: [N+](=O)([O-])C1=C(C=CC(=C1)C(F)(F)F)N1C=NC=C1 (1-(2-nitro-4-(trifluoromethyl)phenyl)-1H-imidazole). Solvent: CS(=O)C (DMSO). Reactants: N1C=NC=C1 (imidazole), C(C)(C)(C)O[K] (tert-BuOK), Ice water, CCOC(=O)C (EtOAc), FC1=C(C=C(C=C1)C(F)(F)F)[N+](=O)[O-] (1-fluoro-2-nitro-4-(trifluoromethyl)benzene). Procedure details: A mixture of imidazole (0.997 g, 14.65 mmol) and tert-BuOK (1.722 g, 15.35 mmol) was put under Ar in a 100 mL and dissolved in dry DMSO (15 mL) to give a colorless solution. After 5 min, 1-fluoro-2-nitro-4-(trifluoromethyl)benzene (2.04 mL, 14.58 mmol) was added within 30 s, immediately leading to a darkening of the rm to black. A temperature rise was also noted. The black solution was stirred at RT for 20 min. Ice water (60 mL) and EtOAc (50 mL) were added, the organic layer was isolated, and t... Reaction conditions: time 5 minute. Starting materials: C(C1=CC=CC=C1)Br (benzyl bromide), OCCC(C(=O)O)(C)C (4-hydroxy-2,2-dimethylbutanoic acid), [K] (monopotassium). Run in CN(C=O)C (dimethylformamide). Run at time 18 hour. Yields the product C1(=CC=CC=C1)COC(C(CCO)(C)C)=O (4-hydroxy-2,2-dimethylbutanoic acid phenylmethyl ester). The yield is 89.0%. RXN SMILES: [CH2:1](Br)[C:2]1[CH:7]=[CH:6][CH:5]=[CH:4][CH:3]=1.[OH:9][CH2:10][CH2:11][C:12]([CH3:17])([CH3:16])[C:13]([OH:15])=[O:14].[K]>CN(C)C=O>[C:2]1([CH2:1][O:15][C:13](=[O:14])[C:12]([CH3:17])([CH3:16])[CH2:11][CH2:10][OH:9])[CH:7]=[CH:6][CH:5]=[CH:4][CH:3]=1 |^1:17|. Procedure details: A mixture of benzyl bromide (37.4 g) and 4-hydroxy-2,2-dimethylbutanoic acid, monopotassium salt, (3.4 g) in dimethylformamide (35 mL) was stirred at room temperature for 18 hours. The precipitate was filtered off and the filtrate was evaporated. The residue was chromatographed on silica gel eluting with 2:1 dichloromethane:ethyl acetate to give 3.95 g (89%) of 4-hydroxy-2,2-dimethylbutanoic acid phenylmethyl ester as a colorless oil. A sample was evaporatively distilled to give the analytical s... The reactants are [OH-].[NH4+] (ammonium hydroxide), C(C)(C)(C)OC(=O)N[C@@H]([C@H](C(=O)O)C)C1=NC2=C(N1)C=CC(=C2)C2=CC(=C(C=C2)C#N)F ((2R,3S)-3-[(tert-butoxycarbonyl)amino]-3-[5-(4-cyano-3-fluorophenyl)-1H-benzimidazol-2-yl]-2-methylpropanoic acid). Solvent: C(Cl)Cl.C1CCCCC1 (DCM cyclohexane). Product: N[C@@H]([C@H](C(=O)N)C)C1=NC2=C(N1)C=CC(=C2)C2=CC(=C(C=C2)C#N)F ((2R,3S)-3-Amino-3-[5-(4-cyano-3-fluorophenyl)-1H-benzimidazol-2-yl]-2-methylpropanamide), boc. RXN SMILES: [OH-].[NH4+:2].C(OC([NH:10][C@H:11]([C:17]1[NH:21][C:20]2[CH:22]=[CH:23][C:24]([C:26]3[CH:31]=[CH:30][C:29]([C:32]#[N:33])=[C:28]([F:34])[CH:27]=3)=[CH:25][C:19]=2[N:18]=1)[C@@H:12]([CH3:16])[C:13](O)=[O:14])=O)(C)(C)C>C(Cl)Cl.C1CCCCC1>[NH2:10][C@H:11]([C:17]1[NH:21][C:20]2[CH:22]=[CH:23][C:24]([C:26]3[CH:31]=[CH:30][C:29]([C:32]#[N:33])=[C:28]([F:34])[CH:27]=3)=[CH:25][C:19]=2[N:18]=1)[C@@H:12]([CH3:16])[C:13]([NH2:2])=[O:14] |f:0.1,3.4|. Procedure details: The title compound was prepared according to Preparation 28 using ammonium hydroxide and (2R,3S)-3-[(tert-butoxycarbonyl)amino]-3-[5-(4-cyano-3-fluorophenyl)-1H-benzimidazol-2-yl]-2-methylpropanoic acid (Preparation 32). The residue was sonicated in DCM:cyclohexane 5:1 to afford the boc protected amide intermediate. The residue was dissolved in 4M HCl in dioxane and stirred at room temperature for 3 hours. The solvent was removed in vacuo and the residue dissolved in MeOH and passed through an S... The reactants are [BH4-], [Na+], C1CCOC1, COC(=O)C1(O)Cc2c(OC)ccc(OC)c2C2(C1)SCCS2. Product: COc1ccc(OC)c2c1CC(O)(CO)CC21SCCS1. As a reaction SMILES: [BH4-:24].[Na+:25].[O:26]1[CH2:27][CH2:28][CH2:29][CH2:30]1.[OH:1][C:2]1([C:20](=[O:21])[O:22][CH3:23])[CH2:3][c:4]2[c:5]([O:18][CH3:19])[cH:6][cH:7][c:8]([O:16][CH3:17])[c:9]2[C:10]2([S:11][CH2:12][CH2:13][S:14]2)[CH2:15]1>>[OH:1][C:2]1([CH2:20][OH:21])[CH2:3][c:4]2[c:5]([O:18][CH3:19])[cH:6][cH:7][c:8]([O:16][CH3:17])[c:9]2[C:10]2([S:11][CH2:12][CH2:13][S:14]2)[CH2:15]1.